Dataset: the Open Reaction Database (ORD), a public repository of structured organic reaction records. Task: describe an organic reaction: reactants, conditions, products, and yield The reactants are Cl (hydrochloric acid), ( b ), CC1(CC=C(CC1C)C)C(=O)Cl (1,4,6-trimethylcyclohex-3-en-1-carboxylic acid chloride), CO (methanol), N1=CC=CC=C1 (pyridine), crude product. The solvent is O (water), C1(=CC=CC=C1)C (toluene). Yields the product COC(=O)C1(CC=C(CC1C)C)C (1,4,6-trimethylcyclohex-3-ene-1-carboxylic acid methyl ester). Reaction SMILES: [CH3:1][OH:2].N1C=CC=CC=1.[CH3:9][C:10]1([C:18](Cl)=[O:19])[CH:15]([CH3:16])[CH2:14][C:13]([CH3:17])=[CH:12][CH2:11]1.Cl>O.C1(C)C=CC=CC=1>[CH3:1][O:2][C:18]([C:10]1([CH3:9])[CH:15]([CH3:16])[CH2:14][C:13]([CH3:17])=[CH:12][CH2:11]1)=[O:19]. Reported procedure: 0.2 moles (8 ml) methanol, 0.15 moles (12 ml) pyridine and 50 ml toluene were put in a 100-ml beaker with a magnetic stirrer, and the crude product as per (b) was (1,4,6-trimethylcyclohex-3-en-1-carboxylic acid chloride) added dosewise with vigorous stirring. The reaction mixture was stirred for another hour at room temperature and then 25 ml water and 5 ml concentrated hydrochloric acid were added to it. Then the phases were separated, the organic phase dried with sodium sulfate and distilled v...